From a dataset of the Open Reaction Database (ORD), a public repository of structured organic reaction records. describe an organic reaction: reactants, conditions, products, and yield The reactants are ClC=1N=NC(=CC1)Cl (3,6-dichloropyridazine), S(=O)(=O)([O-])OOS(=O)(=O)[O-].[NH4+].[NH4+] (ammonium persulfate), C(C)C(CO)(CO)CC (2,2-diethyl-1,3-propanediol), S(O)(O)(=O)=O (sulfuric acid). The reagents and catalysts are [N+](=O)([O-])[O-].[Ag+] (silver nitrate), [N+](=O)([O-])[O-].[Ag+] (silver nitrate). Run in O (water), O (water), O (water). The product is ClC=1N=NC(=CC1C(CC)(CO)CC)Cl (3,6-dichloro-4-(1-ethyl-1-hydroxymethylpropyl)pyridazine). As a reaction SMILES: [Cl:1][C:2]1[N:3]=[N:4][C:5]([Cl:8])=[CH:6][CH:7]=1.[CH2:9]([C:11]([CH2:16][CH3:17])(CO)[CH2:12][OH:13])[CH3:10].S(=O)(=O)(O)O.S(OOS([O-])(=O)=O)([O-])(=O)=O.[NH4+].[NH4+]>[N+]([O-])([O-])=O.[Ag+].O>[Cl:1][C:2]1[N:3]=[N:4][C:5]([Cl:8])=[CH:6][C:7]=1[C:11]([CH2:16][CH3:17])([CH2:12][OH:13])[CH2:9][CH3:10] |f:3.4.5,6.7|. Procedure details: Twenty g. of 3,6-dichloropyridazine, 2.3 g. of silver nitrate and 44.4 g. of 2,2-diethyl-1,3-propanediol were slurried in 280 ml. of water and 19.7 g. of sulfuric acid. To the mixture were added, simultaneously, solutions of 61.3 g. of ammonium persulfate in 200 ml. of water and 20 g. of silver nitrate in 40 ml. of water, over a period of 20 minutes at 55°. The mixture heated exothermically to 70°, and it was cooled to ambient temperature after the addition was complete. The aqueous layer was th... The product is O=C(Nc1nc(C(F)(F)F)c(-c2ccc(F)cc2)s1)c1ccc(C(F)(F)F)cc1. The reactants are O=C(Nc1nc(C(F)(F)F)c(I)s1)c1ccc(C(F)(F)F)cc1, [Na+], C1CCOC1, [OH-], OB(O)c1ccc(F)cc1, [Pd], c1ccc(P(c2ccccc2)c2ccccc2)cc1, c1ccc(P(c2ccccc2)c2ccccc2)cc1, c1ccc(P(c2ccccc2)c2ccccc2)cc1, c1ccc(P(c2ccccc2)c2ccccc2)cc1. As a reaction SMILES: [I:1][c:2]1[c:3]([C:20]([F:21])([F:22])[F:23])[n:4][c:5]([NH:7][C:8]([c:9]2[cH:10][cH:11][c:12]([C:15]([F:16])([F:17])[F:18])[cH:13][cH:14]2)=[O:19])[s:6]1.[Na+:25].[O:36]1[CH2:37][CH2:38][CH2:39][CH2:40]1.[OH-:24].[OH:26][B:27]([OH:28])[c:29]1[cH:30][cH:31][c:32]([F:33])[cH:34][cH:35]1.[Pd:41].[c:42]1([P:43]([c:44]2[cH:45][cH:46][cH:47][cH:48][cH:49]2)[c:50]2[cH:51][cH:52][cH:53][cH:54][cH:55]2)[cH:56][cH:57][cH:58][cH:59][cH:60]1.[c:61]1([P:62]([c:63]2[cH:64][cH:65][cH:66][cH:67][cH:68]2)[c:69]2[cH:70][cH:71][cH:72][cH:73][cH:74]2)[cH:75][cH:76][cH:77][cH:78][cH:79]1.[c:80]1([P:81]([c:82]2[cH:83][cH:84][cH:85][cH:86][cH:87]2)[c:88]2[cH:89][cH:90][cH:91][cH:92][cH:93]2)[cH:94][cH:95][cH:96][cH:97][cH:98]1.[c:99]1([P:100]([c:101]2[cH:102][cH:103][cH:104][cH:105][cH:106]2)[c:107]2[cH:108][cH:109][cH:110][cH:111][cH:112]2)[cH:113][cH:114][cH:115][cH:116][cH:117]1>>[c:2]1(-[c:29]2[cH:30][cH:31][c:32]([F:33])[cH:34][cH:35]2)[c:3]([C:20]([F:21])([F:22])[F:23])[n:4][c:5]([NH:7][C:8]([c:9]2[cH:10][cH:11][c:12]([C:15]([F:16])([F:17])[F:18])[cH:13][cH:14]2)=[O:19])[s:6]1. The reactants are [Br-], O=C1Nc2ccc(Br)cc2C1=O, CC#C[Mg+], C1CCOC1, [Cl-], [NH4+]. Yields the product CC#CC1(O)C(=O)Nc2ccc(Br)cc21. Reaction SMILES: [Br-:13].[Br:1][c:2]1[cH:3][c:4]2[c:8]([cH:9][cH:10]1)[NH:7][C:6](=[O:11])[C:5]2=[O:12].[C:14](#[C:15][CH3:16])[Mg+:17].[CH2:20]1[O:21][CH2:22][CH2:23][CH2:24]1.[Cl-:18].[NH4+:19]>>[Br:1][c:2]1[cH:3][c:4]2[c:8]([cH:9][cH:10]1)[NH:7][C:6](=[O:11])[C:5]2([OH:12])[C:14]#[C:15][CH3:16]. Reactants: Cl (hydrochloric acid), CC=1SC2=C(C(=NC=3C=CC=CC23)N)N1 (2-methylthiazolo[4,5-c]quinolin-4-amine), C(C)(C)O (Isopropanol). Run in CO (methanol). The product is Cl.CC=1SC2=C(C(=NC=3C=CC=CC23)N)N1 (2-methylthiazolo[4,5-c]quinolin-4-amine hydrochloride). As a reaction SMILES: [ClH:1].[CH3:2][C:3]1[S:4][C:5]2[C:14]3[CH:13]=[CH:12][CH:11]=[CH:10][C:9]=3[N:8]=[C:7]([NH2:15])[C:6]=2[N:16]=1.C(O)(C)C>CO>[ClH:1].[CH3:2][C:3]1[S:4][C:5]2[C:14]3[CH:13]=[CH:12][CH:11]=[CH:10][C:9]=3[N:8]=[C:7]([NH2:15])[C:6]=2[N:16]=1 |f:4.5|. Procedure details: Concentrated hydrochloric acid (0.2 mL of 12.1M) was added to a solution of 2-methylthiazolo[4,5-c]quinolin-4-amine (0.5 g) in methanol (15 mL). Isopropanol (15 mL) was added and then the reaction mixture was heated at reflux to remove the majority of the methanol. The resulting precipitate was isolated by filtration, washed with isopropanol and dried to provide 2-methylthiazolo[4,5-c]quinolin-4-amine hydrochloride as a solid, m.p. 323-325° C. Analysis: Calculated for C11H9N3S.HCl: %C, 52.48; %H... The reactants are B (borane), CC1=C(C(=O)O)C(=CC=C1[N+](=O)[O-])C (2,6-Dimethyl-3-nitrobenzoic acid), O (water). Solvent: O1CCCC1 (tetrahydrofuran), O1CCCC1 (tetrahydrofuran). Run at temperature 75 celsius. The product is CC1=C(C(=CC=C1[N+](=O)[O-])C)CO ((2,6-dimethyl-3-nitro-phenyl)-methanol). The yield is 93.8%. Reaction SMILES: [CH3:1][C:2]1[C:10]([N+:11]([O-:13])=[O:12])=[CH:9][CH:8]=[C:7]([CH3:14])[C:3]=1[C:4](O)=[O:5].B.O>O1CCCC1>[CH3:1][C:2]1[C:10]([N+:11]([O-:13])=[O:12])=[CH:9][CH:8]=[C:7]([CH3:14])[C:3]=1[CH2:4][OH:5]. Procedure: 2,6-Dimethyl-3-nitrobenzoic acid (10 g) was dissolved in 100 ml of dry tetrahydrofuran and 165 ml of 1M borane in tetrahydrofuran added. The mixture was heated to 75° C. for 4 hr. The mixture was cooled to room temperature and the excess reagent slowly decomposed with water and the solvent evaporated. The residue was treated with ethyl acetate, washed with 1M hydrochloric acid, then with water, dried, and evaporated to give 8.71 g of (2,6-dimethyl-3-nitro-phenyl)-methanol, mp 94.5-96.1° C. ##STR... Reactants: CN(C)C=C1CC(NC2=C(C1=O)C=C(C=C2)C)=O (4-[(dimethylamino)methylene]-3,4-dihydro-7-methyl-1H-benzazepine-2,5-dione), Cl.C1(CC1)C(=N)N (cyclopropanecarboxamidine hydrochloride). The product is C1(CC1)C=1N=CC=2CC(NC3=C(C2N1)C=C(C=C3)C)=O (2-Cyclopropyl-5,7-dihydro-10-methyl-6H-pyrimido[5,4-d][1]benzazepin-6-one). Isolated yield 88.0%. Reaction SMILES: CN([CH:4]=[C:5]1[C:11](=O)[C:10]2[CH:13]=[C:14]([CH3:17])[CH:15]=[CH:16][C:9]=2[NH:8][C:7](=[O:18])[CH2:6]1)C.Cl.[CH:20]1([C:23]([NH2:25])=[NH:24])[CH2:22][CH2:21]1>>[CH:20]1([C:23]2[N:24]=[CH:4][C:5]3[CH2:6][C:7](=[O:18])[NH:8][C:9]4[CH:16]=[CH:15][C:14]([CH3:17])=[CH:13][C:10]=4[C:11]=3[N:25]=2)[CH2:22][CH2:21]1 |f:1.2|. Reported procedure: Analogous to Scheme 1, from 4-[(dimethylamino)methylene]-3,4-dihydro-7-methyl-1H-benzazepine-2,5-dione and cyclopropanecarboxamidine hydrochloride. Yield: 88%. Product: NC=1C=C(C=CC1)C1=C(N=C(S1)NC(=O)NCC)C (1-[5-(3-amino-phenyl)-4-methyl-thiazol-2-yl]-3-ethyl-urea). Starting materials: C(C)NC(=O)NC=1SC(=C(N1)C)C1=CC(=CC=C1)[N+](=O)[O-] (1-Ethyl-3-[4-methyl-5-(3-nitro-phenyl)-thiazol-2-yl]-urea). The solvent is C1CCOC1 (THF), CCOC(=O)C (EtOAc). RXN SMILES: [CH2:1]([NH:3][C:4]([NH:6][C:7]1[S:8][C:9]([C:13]2[CH:18]=[CH:17][CH:16]=[C:15]([N+:19]([O-])=O)[CH:14]=2)=[C:10]([CH3:12])[N:11]=1)=[O:5])[CH3:2]>C1COCC1.CCOC(C)=O.[Pd]>[NH2:19][C:15]1[CH:14]=[C:13]([C:9]2[S:8][C:7]([NH:6][C:4]([NH:3][CH2:1][CH3:2])=[O:5])=[N:11][C:10]=2[CH3:12])[CH:18]=[CH:17][CH:16]=1. Procedure: A stirred solution of 1-Ethyl-3-[4-methyl-5-(3-nitro-phenyl)-thiazol-2-yl]-urea (98c) (0.55 g, 1.8 mmol) in THF (25 ml) and EtOAc (50 ml) under Argon is treated with 10% palladium on carbon (1.0 g). The reaction mixture was placed under an atmosphere of hydrogen for 2 hours. The mixture was then filtered through Celite™ filter material and the solvent removed in vacuo to yield the titled compound. Reaction conditions: time 2 hour. Reagents/catalysts: [Pd] (palladium on carbon). Starting materials: CO.ClCCl (methanol dichloromethane), Cl (HCl), C(C1=CC=CC=C1)NC1CN(CC1O)C1=C(C=C2C(C(=CN(C2=N1)CC1=C(C=C(C=C1)OC)OC)C(=O)O)=O)F (7-(3-Benzylamino-4-hydroxy-pyrrolidin-1-yl)-1-(2,4-dimethoxy-benzyl)-6-fluoro-4-oxo-1,4-dihydro-(1,8)naphthyridine-3-carboxylic acid). Run in C(C)OCC (diethyl ether), FC(C(=O)O)(F)F (trifluoroacetic acid). The product is C(C1=CC=CC=C1)NC1CN(CC1O)C1=C(C=C2C(C(=CNC2=N1)C(=O)O)=O)F (7-(3-Benzylamino-4-hydroxy-pyrrolidin-1-yl)-6-fluoro-4-oxo-1,4-dihydro-(1,8)naphthyridine-3-carboxylic acid). Reaction SMILES: [CH2:1]([NH:8][CH:9]1[CH:13]([OH:14])[CH2:12][N:11]([C:15]2[N:24]=[C:23]3[C:18]([C:19](=[O:39])[C:20]([C:36]([OH:38])=[O:37])=[CH:21][N:22]3CC3C=CC(OC)=CC=3OC)=[CH:17][C:16]=2[F:40])[CH2:10]1)[C:2]1[CH:7]=[CH:6][CH:5]=[CH:4][CH:3]=1.CO.ClCCl.Cl>FC(F)(F)C(O)=O.C(OCC)C>[CH2:1]([NH:8][CH:9]1[CH:13]([OH:14])[CH2:12][N:11]([C:15]2[N:24]=[C:23]3[C:18]([C:19](=[O:39])[C:20]([C:36]([OH:38])=[O:37])=[CH:21][NH:22]3)=[CH:17][C:16]=2[F:40])[CH2:10]1)[C:2]1[CH:7]=[CH:6][CH:5]=[CH:4][CH:3]=1 |f:1.2|. Procedure details: A solution of EXAMPLE 244B (0.027 g) in trifluoroacetic acid (2 mL) was heated at 75° C. for 18 hours, and concentrated with a toluene azeotrope; and the residue was purified on a reverse phase HPLC on a C8 column with 10-95% acetonitrile in water containing 0.1% trifluoroacetic acid to provide an oily compound. A solution of the oily compound in 1:1 of methanol/dichloromethane was treated with 2N HCl in diethyl ether (0.5 mL), and concentrated. NMR (DMSO-d6) δ ppm 13.34 (m, 1H), 9.72 (bs, 2H), ... Starting materials: ClC1=CC(=NC=N1)N1CCC2(OCCO2)CC1 (8-(6-chloropyrimidine-4-yl)-1,4-dioxa-8-azaspiro[4,5]decane), Cl (hydrochloric acid). Solvent: CC(=O)C (acetone). Reaction conditions: temperature 50 celsius, time 1 hour. Yields the product ClC1=CC(=NC=N1)N1CCC(CC1)=O (1-(6-chloropyrimidine-4-yl)piperidin-4-one). Yield: 95.3%. As a reaction SMILES: [Cl:1][C:2]1[N:7]=[CH:6][N:5]=[C:4]([N:8]2[CH2:17][CH2:16][C:11]3(OCC[O:12]3)[CH2:10][CH2:9]2)[CH:3]=1.Cl>CC(C)=O>[Cl:1][C:2]1[N:7]=[CH:6][N:5]=[C:4]([N:8]2[CH2:9][CH2:10][C:11](=[O:12])[CH2:16][CH2:17]2)[CH:3]=1. Procedure details: To a solution of 8-(6-chloropyrimidine-4-yl)-1,4-dioxa-8-azaspiro[4,5]decane (12.79 g) in acetone (50 ml) was added 4N hydrochloric acid (50 ml), and the mixture was stirred at 50° C. for 1 hour. Under reduced pressure, acetone was removed, and the residue was neutralized with 2N sodium hydroxide solution and was extracted with ethyl acetate. The extract was washed with saturated brine, dried and concentrated, and the residue was crystallized from diethylether to give colorless crystals of 1-(6-...